From a dataset of the Open Reaction Database (ORD), a public repository of structured organic reaction records. describe an organic reaction: reactants, conditions, products, and yield Reactants: CC(C(=O)Cl)c1c(F)c(F)c(F)c(F)c1F, N, O. Product: CC(C(N)=O)c1c(F)c(F)c(F)c(F)c1F. RXN SMILES: [F:2][c:3]1[c:4]([F:17])[c:5]([F:16])[c:6]([F:15])[c:7]([F:14])[c:8]1[CH:9]([C:10](=[O:11])[Cl:12])[CH3:13].[NH3:1].[OH2:18]>>[NH2:1][C:10]([CH:9]([c:8]1[c:3]([F:2])[c:4]([F:17])[c:5]([F:16])[c:6]([F:15])[c:7]1[F:14])[CH3:13])=[O:11]. Starting materials: CO, COc1cc2c(Nc3ccc(Cl)c(Cl)c3)ncnc2cc1OCc1noc(C2CCN(C(=O)OC(C)(C)C)CC2)n1, Cl. Yields the product COc1cc2c(Nc3ccc(Cl)c(Cl)c3)ncnc2cc1OCc1noc(C2CCNCC2)n1. RXN SMILES: [CH3:43][OH:44].[Cl:1][c:2]1[cH:3][c:4]([NH:9][c:10]2[n:11][cH:12][n:13][c:14]3[cH:15][c:16]([O:22][CH2:23][c:24]4[n:25][o:26][c:27]([CH:29]5[CH2:30][CH2:31][N:32]([C:35]([O:36][C:37]([CH3:38])([CH3:39])[CH3:40])=[O:41])[CH2:33][CH2:34]5)[n:28]4)[c:17]([O:20][CH3:21])[cH:18][c:19]23)[cH:5][cH:6][c:7]1[Cl:8].[ClH:42]>>[Cl:1][c:2]1[cH:3][c:4]([NH:9][c:10]2[n:11][cH:12][n:13][c:14]3[cH:15][c:16]([O:22][CH2:23][c:24]4[n:25][o:26][c:27]([CH:29]5[CH2:30][CH2:31][NH:32][CH2:33][CH2:34]5)[n:28]4)[c:17]([O:20][CH3:21])[cH:18][c:19]23)[cH:5][cH:6][c:7]1[Cl:8]. Starting materials: C1(CC1)C1=NOC(=N1)C=1N=CN2C3=C(C(N(CC12)CC1=C(C=C(C=C1)OC)OC)=O)C=C(C=C3)C (3-(3-Cyclopropyl-[1,2,4]oxadiazol-5-yl)-5-(2,4-dimethoxy-benzyl)-8-methyl-4,5-dihydro-2,5,10b-triaza-benzo[e]azulene-6-one), FC(S(=O)(=O)O)(F)F (trifluoromethanesulfonic acid). The solvent is FC(C(=O)O)(F)F (trifluoroacetic acid), C(Cl)Cl (CH2Cl2). Conditions: time 4 hour. Product: C1(CC1)C1=NOC(=N1)C=1N=CN2C3=C(C(NCC12)=O)C=C(C=C3)C (3(-3-Cyclopropyl-[1,2,4]oxadiazol-5-yl)-8-methyl-4,5-dihydro-2,5,10b-triaza-benzo[e]azulene-6-one). As a reaction SMILES: [CH:1]1([C:4]2[N:8]=[C:7]([C:9]3[N:10]=[CH:11][N:12]4[C:18]=3[CH2:17][N:16](CC3C=CC(OC)=CC=3OC)[C:15](=[O:30])[C:14]3[CH:31]=[C:32]([CH3:35])[CH:33]=[CH:34][C:13]4=3)[O:6][N:5]=2)[CH2:3][CH2:2]1.FC(F)(F)S(O)(=O)=O>C(Cl)Cl.FC(F)(F)C(O)=O>[CH:1]1([C:4]2[N:8]=[C:7]([C:9]3[N:10]=[CH:11][N:12]4[C:18]=3[CH2:17][NH:16][C:15](=[O:30])[C:14]3[CH:31]=[C:32]([CH3:35])[CH:33]=[CH:34][C:13]4=3)[O:6][N:5]=2)[CH2:3][CH2:2]1. Procedure: 3-(3-Cyclopropyl-[1,2,4]oxadiazol-5-yl)-5-(2,4-dimethoxy-benzyl)-8-methyl-4,5-dihydro-2,5,10b-triaza-benzo[e]azulene-6-one (17.5 g, 37.1 mmol) was suspended in CH2Cl2 (100 mL), cooled in ice, and diluted slowly with trifluoroacetic acid (85.2 mL). The resulting solution was treated at 5° C. with trifluoromethanesulfonic acid (4.9 mL, 55.7 mmol). The red solution was stirred at room temperature for 4 h. The mixture was then evaporated and dissolved in CH2Cl2 (100 mL), washed with sodium hydrogen ... The reactants are CSC1=CC=C(C=C1)NC=1C=C(C(=O)NN)C=CN1 (2-[[4-(methylthio)phenyl]amino]isonicotinohydrazide), C(C)(OCC)(OCC)OCC (triethyl orthoacetate). Run at temperature 120 celsius, time 8 hour. The product is CC1=NN=C(O1)C1=CC(=NC=C1)NC1=CC=C(C=C1)SC (4-(5-methyl-1,3,4-oxadiazol-2-yl)-N-[4-(methylthio)phenyl]pyridin-2-amine). Yield: 80.0%. RXN SMILES: [CH3:1][S:2][C:3]1[CH:8]=[CH:7][C:6]([NH:9][C:10]2[CH:11]=[C:12]([CH:17]=[CH:18][N:19]=2)[C:13]([NH:15][NH2:16])=[O:14])=[CH:5][CH:4]=1.[C:20](OCC)(OCC)(OCC)[CH3:21]>>[CH3:20][C:21]1[O:14][C:13]([C:12]2[CH:17]=[CH:18][N:19]=[C:10]([NH:9][C:6]3[CH:7]=[CH:8][C:3]([S:2][CH3:1])=[CH:4][CH:5]=3)[CH:11]=2)=[N:15][N:16]=1. Procedure: A mixture of 2-[[4-(methylthio)phenyl]amino]isonicotinohydrazide (511 mg, 1.86 mmol) and triethyl orthoacetate (10 mL) was stirred at 120° C. overnight. After cooling, the precipitate was collected by filtration and recrystallized from hexane/ethyl acetate to give the title compound (441 mg, yield 80%) as yellow crystals. The reactants are NS(=O)(=O)C=1C=C(C=NC1)C1=CC=C2N=CC(=NC2=C1)N1CCN(CC1)C(=O)OC(C)(C)C (1,1-dimethylethyl 4-{7-[5-(aminosulfonyl)-3-pyridinyl]-2-quinoxalinyl}-1-piperazinecarboxylate), FC(C(=O)O)(F)F (trifluoroacetic acid). Solvent: C(C)#N (acetonitrile). The product is N1(CCNCC1)C=1C=NC2=CC=C(C=C2N1)C=1C=C(C=NC1)S(=O)(=O)N (5-[3-(1-piperazinyl)-6-quinoxalinyl]-3-pyridinesulfonamide). As a reaction SMILES: [NH2:1][S:2]([C:5]1[CH:6]=[C:7]([C:11]2[CH:20]=[C:19]3[C:14]([N:15]=[CH:16][C:17]([N:21]4[CH2:26][CH2:25][N:24](C(OC(C)(C)C)=O)[CH2:23][CH2:22]4)=[N:18]3)=[CH:13][CH:12]=2)[CH:8]=[N:9][CH:10]=1)(=[O:4])=[O:3].FC(F)(F)C(O)=O>C(#N)C>[N:21]1([C:17]2[CH:16]=[N:15][C:14]3[C:19]([N:18]=2)=[CH:20][C:11]([C:7]2[CH:6]=[C:5]([S:2]([NH2:1])(=[O:4])=[O:3])[CH:10]=[N:9][CH:8]=2)=[CH:12][CH:13]=3)[CH2:26][CH2:25][NH:24][CH2:23][CH2:22]1. Procedure: A solution of 1,1-dimethylethyl 4-{7-[5-(aminosulfonyl)-3-pyridinyl]-2-quinoxalinyl}-1-piperazinecarboxylate (0.21 mmol) (prepared according to Scheme 1) in acetonitrile (4 mL) was treated with concentrated trifluoroacetic acid (4 mL) for 2 hours. The reaction mixture was then concentrate and neutralized with saturated sodium bicarbonate (20 mL) and extracted with ethyl acetate (3×20 mL). The combined organic layers were washed with brine, dried over sodium sulfate, filtered and concentrated to ...